From a dataset of the Open Reaction Database (ORD), a public repository of structured organic reaction records. describe an organic reaction: reactants, conditions, products, and yield Reactants: C(C)(C)(C)OC(=O)N1CCC(CC1)N(C1CC1)C(C)=O (4-(acetyl-cyclopropyl-amino)-piperidine-1-carboxylic acid tert-butyl ester), Cl (HCl). Run in C(Cl)Cl (DCM), C(C)OCC (diethyl ether). Reaction conditions: temperature 30 celsius, time 16 hour. The product is Cl.C1(CC1)N(C(C)=O)C1CCNCC1 (N-Cyclopropyl-N-piperidin-4-yl-acetamide hydrochloride). As a reaction SMILES: C(OC([N:8]1[CH2:13][CH2:12][CH:11]([N:14]([C:18](=[O:20])[CH3:19])[CH:15]2[CH2:17][CH2:16]2)[CH2:10][CH2:9]1)=O)(C)(C)C.[ClH:21]>C(Cl)Cl.C(OCC)C>[ClH:21].[CH:15]1([N:14]([CH:11]2[CH2:12][CH2:13][NH:8][CH2:9][CH2:10]2)[C:18](=[O:20])[CH3:19])[CH2:17][CH2:16]1 |f:4.5|. Procedure: To a solution of 4-(acetyl-cyclopropyl-amino)-piperidine-1-carboxylic acid tert-butyl ester (0.50 g, 1.8 mmol) in DCM (9 mL) was added 2 M HCl in diethyl ether (4.5 mL). The reaction mixture was stirred (30° C., 16 h). The mixture was concentrated to an orange solid and used without additional purification. MS (ESI): mass calcd. for C10H18N2O, 182.14; m/z found, 183.2 [M+H]+. 1H NMR (500 MHz, CD3OD): 4.07-3.95 (m, 1H), 3.48-3.40 (m, 2H), 3.11-2.98 (m, 2H), 2.77 (s, 1H), 2.49-2.36 (m, 2H), 2.22 (... The reactants are C(C)(C)(C)OC(=O)NCCC(C(=O)OCC1=CC=CC=C1)C1=CC=C(C=C1)O[Si](C(C)C)(C(C)C)C(C)C (benzyl 4-(tert-butoxycarbonylamino)-2-(4-(triisopropylsilyloxy)phenyl)butanoate). Reagents/catalysts: [Pd] (Pd/C). Solvent: CCOC(=O)C (EtOAc). Conditions: time 2 hour. The product is C(C)(C)(C)OC(=O)NCCC(C(=O)O)C1=CC=C(C=C1)O[Si](C(C)C)(C(C)C)C(C)C (4-(tert-butoxycarbonylamino)-2-(4-(triisopropylsilyloxy)phenyl)butanoic acid). Reaction SMILES: [C:1]([O:5][C:6]([NH:8][CH2:9][CH2:10][CH:11]([C:22]1[CH:27]=[CH:26][C:25]([O:28][Si:29]([CH:36]([CH3:38])[CH3:37])([CH:33]([CH3:35])[CH3:34])[CH:30]([CH3:32])[CH3:31])=[CH:24][CH:23]=1)[C:12]([O:14]CC1C=CC=CC=1)=[O:13])=[O:7])([CH3:4])([CH3:3])[CH3:2]>CCOC(C)=O.[Pd]>[C:1]([O:5][C:6]([NH:8][CH2:9][CH2:10][CH:11]([C:22]1[CH:27]=[CH:26][C:25]([O:28][Si:29]([CH:30]([CH3:32])[CH3:31])([CH:33]([CH3:35])[CH3:34])[CH:36]([CH3:37])[CH3:38])=[CH:24][CH:23]=1)[C:12]([OH:14])=[O:13])=[O:7])([CH3:2])([CH3:4])[CH3:3]. Procedure details: To benzyl 4-(tert-butoxycarbonylamino)-2-(4-(triisopropylsilyloxy)phenyl)butanoate (E304) in EtOAc was added Pd/C (10%) and the solution was kept under a H2 atmosphere for 2 h. The mixture was filtered over Celite and the solvent was evaporated to give 4-(tert-butoxycarbonylamino)-2-(4-(triisopropylsilyloxy)phenyl)butanoic acid (E305).